From a dataset of the Open Reaction Database (ORD), a public repository of structured organic reaction records. describe an organic reaction: reactants, conditions, products, and yield Reactants: C(C)(=O)OC(C)=O (acetic anhydride), IC1=CC=C(CN)C=C1 (4-iodo-benzylamine). Solvent: C(C)(=O)O (acetic acid). Conditions: time 4 hour. Yields the product IC1=CC=C(CNC(C)=O)C=C1 (N-(4-Iodo-benzyl)-acetamide). As a reaction SMILES: C(O[C:5](=[O:7])[CH3:6])(=O)C.[I:8][C:9]1[CH:16]=[CH:15][C:12]([CH2:13][NH2:14])=[CH:11][CH:10]=1>C(O)(=O)C>[I:8][C:9]1[CH:16]=[CH:15][C:12]([CH2:13][NH:14][C:5](=[O:7])[CH3:6])=[CH:11][CH:10]=1. Procedure: 0.34 mL (3.5 mmol) acetic anhydride are added to 750 mg (3.22 mmol) 4-iodo-benzylamine in 15 ml acetic acid and the mixture is stirred at rt for 4 h. After that time, the solvent is evaporated and the residue partitionated between TBME and water. The organic layer is separated, washed with water (1×) and saturated NaHCO3 solution (2×). The organic layer is dried over sodium sulphate and the solvent is evaporated to yield the desired product. Reactants: N1N=CC(=C1)C1=CC2=C(C=3N=C(SC3CCO2)C(=O)O)C=C1 (8-(1H-Pyrazol-4-yl)-4,5-dihydro-6-oxa-3-thia-1-aza-benzo[e]azulene-2-carboxylic acid), N1CCC(CC1)C#N (piperidine-4-carbonitrile). Product: N1N=CC(=C1)C1=CC2=C(C=3N=C(SC3CCO2)C(=O)N2CCC(CC2)C#N)C=C1 (1-[8-(1H-Pyrazol-4-yl)-4,5-dihydro-6-oxa-3-thia-1-aza-benzo[e]azulene-2-carbonyl]-piperidine-4-carbonitrile). RXN SMILES: [NH:1]1[CH:5]=[C:4]([C:6]2[CH:22]=[CH:21][C:9]3[C:10]4[N:11]=[C:12]([C:18](O)=[O:19])[S:13][C:14]=4[CH2:15][CH2:16][O:17][C:8]=3[CH:7]=2)[CH:3]=[N:2]1.[NH:23]1[CH2:28][CH2:27][CH:26]([C:29]#[N:30])[CH2:25][CH2:24]1>>[NH:2]1[CH:3]=[C:4]([C:6]2[CH:22]=[CH:21][C:9]3[C:10]4[N:11]=[C:12]([C:18]([N:23]5[CH2:28][CH2:27][CH:26]([C:29]#[N:30])[CH2:25][CH2:24]5)=[O:19])[S:13][C:14]=4[CH2:15][CH2:16][O:17][C:8]=3[CH:7]=2)[CH:5]=[N:1]1. Reported procedure: Following Example 216, to a well stirred solution of 8-(1H-Pyrazol-4-yl)-4,5-dihydro-6-oxa-3-thia-1-aza-benzo[e]azulene-2-carboxylic acid and piperidine-4-carbonitrile were reacted to give 220. MS: (ESI+)=406.0 Reactants: CNC1CCC(C(=O)Nc2c(C(=O)Nc3ccc(Cl)cn3)oc3ccccc23)CC1, CCO, OCCI, [Na+], [Na+], O=C([O-])[O-]. The product is CN(CCO)C1CCC(C(=O)Nc2c(C(=O)Nc3ccc(Cl)cn3)oc3ccccc23)CC1. Reaction SMILES: [CH3:1][NH:2][CH:3]1[CH2:4][CH2:5][CH:6]([C:9](=[O:10])[NH:11][c:12]2[c:13]([C:21](=[O:22])[NH:23][c:24]3[n:25][cH:26][c:27]([Cl:30])[cH:28][cH:29]3)[o:14][c:15]3[c:16]2[cH:17][cH:18][cH:19][cH:20]3)[CH2:7][CH2:8]1.[CH3:41][CH2:42][OH:43].[I:31][CH2:32][CH2:33][OH:34].[Na+:35].[Na+:36].[O-:37][C:38](=[O:39])[O-:40]>>[CH3:1][N:2]([CH:3]1[CH2:4][CH2:5][CH:6]([C:9](=[O:10])[NH:11][c:12]2[c:13]([C:21](=[O:22])[NH:23][c:24]3[n:25][cH:26][c:27]([Cl:30])[cH:28][cH:29]3)[o:14][c:15]3[c:16]2[cH:17][cH:18][cH:19][cH:20]3)[CH2:7][CH2:8]1)[CH2:32][CH2:33][OH:34]. The reactants are C1(=CC=CC=C1)C(C(=O)N=C=O)(C)C1=CC=CC=C1 (2,2-diphenylpropionyl isocyanate), C(CCC)O (butan-1-ol). Yields the product C(CCC)OC(NC(C(C)(C1=CC=CC=C1)C1=CC=CC=C1)=O)=O ((2,2-Diphenyl-propionyl)carbamic acid butyl ester). Reaction SMILES: [C:1]1([C:7]([C:14]2[CH:19]=[CH:18][CH:17]=[CH:16][CH:15]=2)([CH3:13])[C:8]([N:10]=[C:11]=[O:12])=[O:9])[CH:6]=[CH:5][CH:4]=[CH:3][CH:2]=1.[CH2:20]([OH:24])[CH2:21][CH2:22][CH3:23]>>[CH2:20]([O:24][C:11](=[O:12])[NH:10][C:8](=[O:9])[C:7]([C:1]1[CH:2]=[CH:3][CH:4]=[CH:5][CH:6]=1)([C:14]1[CH:19]=[CH:18][CH:17]=[CH:16][CH:15]=1)[CH3:13])[CH2:21][CH2:22][CH3:23]. Reported procedure: The title compound, white solid, m.p.=83° C. and MS: m/e=325.4 (M+H+) was prepared in accordance with the general method of example 1 from 2,2-diphenylpropionyl isocyanate and butan-1-ol. Reactants: Au(JohnPhos)NCCH3, C(#CCCCC)P(OCC)(O)=O (ethyl hydrogen hex-1-ynylphosphonate), C(CCC#C)C1=CC=CC=C1 (pent-4-ynylbenzene), CC(C)(C)P(C1=CC=CC=C1C2=CC=CC=C2)C(C)(C)C (JohnPhos), CC(C)(C)P(C1=CC=CC=C1C2=CC=CC=C2)C(C)(C)C ((2-biphenyl)di-tert-butylphosphine). The reagents and catalysts are [Au] (gold). The solvent is ClC(C)Cl (dichloroethane), ClC(C)Cl (dichloroethane). Conditions: time 5 minute. The product is C(C)OP1(OC(=CC(=C1)CCCC)CCCC1=CC=CC=C1)=O (2-ethoxy-4-n-butyl-6-3-phenylpropyl-1,2-oxaphosphorin 2-oxide). Isolated yield 66.9%. RXN SMILES: CC(P(C(C)(C)C)C1C(C2C=CC=CC=2)=CC=CC=1)(C)C.[C:22]([P:28](=[O:33])([OH:32])[O:29][CH2:30][CH3:31])#[C:23][CH2:24][CH2:25][CH2:26][CH3:27].[CH2:34]([C:39]1[CH:44]=[CH:43][CH:42]=[CH:41][CH:40]=1)[CH2:35][CH2:36][C:37]#[CH:38]>[Au].ClC(Cl)C>[CH2:30]([O:29][P:28]1(=[O:32])[CH:22]=[C:23]([CH2:24][CH2:25][CH2:26][CH3:27])[CH:38]=[C:37]([CH2:36][CH2:35][CH2:34][C:39]2[CH:40]=[CH:41][CH:42]=[CH:43][CH:44]=2)[O:33]1)[CH3:31]. Procedure details: A gold (Ag(I)) catalyst {[Au(JohnPhos)NCCH3]+SbF6—} [JohnPhos:(2-biphenyl)di-tert-butylphosphine] (11.3 mg, 0.015 mmol) was put into a reaction container, and dichloroethane (0.4 mL) was put thereinto. After stirring at room temperature for 5 minutes, ethyl hydrogen hex-1-ynylphosphonate (57.0 mg, 0.3 mmol) diluted with 0.5 mL of dichloroethane was added thereto, and finally, pent-4-ynylbenzene (86.5 mg, 0.6 mmol) was put thereinto. Then, when all of the starting materials disappeared in the TLC... The reactants are [BH4-], CC(C)(C)OC(=O)N1CCC(=O)CC1, CC(C)[Mg+], [Cl-], Clc1ccc(I)c(Cl)c1, [Na+], C1CCOC1. Product: CC(C)(C)OC(=O)N1CCC(O)(c2ccc(Cl)cc2Cl)CC1. Reaction SMILES: [BH4-:29].[C:15]([CH3:16])([CH3:17])([CH3:18])[O:19][C:20](=[O:21])[N:22]1[CH2:23][CH2:24][C:25](=[O:28])[CH2:26][CH2:27]1.[CH:11]([Mg+:12])([CH3:13])[CH3:14].[Cl-:10].[Cl:1][c:2]1[cH:3][c:4]([Cl:9])[c:5]([I:8])[cH:6][cH:7]1.[Na+:30].[O:31]1[CH2:32][CH2:33][CH2:34][CH2:35]1>>[Cl:1][c:2]1[cH:3][c:4]([Cl:9])[c:5]([C:25]2([OH:28])[CH2:24][CH2:23][N:22]([C:20]([O:19][C:15]([CH3:16])([CH3:17])[CH3:18])=[O:21])[CH2:27][CH2:26]2)[cH:6][cH:7]1.